Dataset: the Open Reaction Database (ORD), a public repository of structured organic reaction records. Task: describe an organic reaction: reactants, conditions, products, and yield Reactants: CC1=CC=CC(=N1)CC(=O)OC(C)(C)C (1,1-dimethylethyl (6-methyl-2-pyridinyl)acetate), C(C)[SiH](CC)CC (triethylsilane), C(=O)(C(F)(F)F)O (TFA). The solvent is ClCCl (Dichloromethane). Run at time 8 hour. The product is OC(=O)C(F)(F)F.CC1=CC=CC(=N1)CC(=O)O ((6-methyl-2-pyridinyl)acetic acid TFA salt). The yield is 84.8%. RXN SMILES: [CH3:1][C:2]1[N:7]=[C:6]([CH2:8][C:9]([O:11]C(C)(C)C)=[O:10])[CH:5]=[CH:4][CH:3]=1.C([SiH](CC)CC)C.[C:23]([OH:29])([C:25]([F:28])([F:27])[F:26])=[O:24]>ClCCl>[OH:29][C:23]([C:25]([F:28])([F:27])[F:26])=[O:24].[CH3:1][C:2]1[N:7]=[C:6]([CH2:8][C:9]([OH:11])=[O:10])[CH:5]=[CH:4][CH:3]=1 |f:4.5|. Procedure: To a solution of 1,1-dimethylethyl (6-methyl-2-pyridinyl)acetate (711 mg, 3.43 mmol), triethylsilane (1.370 mL, 8.58 mmol) in Dichloromethane (DCM) (10 mL) was added TFA (3.44 mL, 44.6 mmol) dropwise via syringe. The reaction was stirred for overnight at room temperature. LCMS indicated good conversion, so the reaction was concentrated to a colourless oil, and diethyl ether (6 mL) was added. A white precipitate formed which was collected by filtration, dried at the pump for 10 mins, then under h... Reactants: ClC=1C(=NC(=NC1)NC=1C=NN(C1)C)NC1CN(CC12CCCC2)C(=O)OC(C)(C)C (tert-butyl 4-((5-chloro-2-((1-methyl-1H-pyrazol-4-yl)amino)pyrimidin-4-yl)amino)-2-azaspiro[4.4]nonane-2-carboxylate), C(=O)(C(F)(F)F)O (CF3COOH). Solvent: C(Cl)Cl (DCM). Run at time 2 hour. The product is ClC=1C(=NC(=NC1)NC=1C=NN(C1)C)NC1CNCC12CCCC2 (5-chloro-N2-(1-methyl-1H-pyrazol-4-yl)-N4-(2-azaspiro[4.4]nonan-4-yl)pyrimidine-2,4-diamine). Yield: 97.1%. As a reaction SMILES: [Cl:1][C:2]1[C:3]([NH:15][CH:16]2[C:20]3([CH2:24][CH2:23][CH2:22][CH2:21]3)[CH2:19][N:18](C(OC(C)(C)C)=O)[CH2:17]2)=[N:4][C:5]([NH:8][C:9]2[CH:10]=[N:11][N:12]([CH3:14])[CH:13]=2)=[N:6][CH:7]=1.C(O)(C(F)(F)F)=O>C(Cl)Cl>[Cl:1][C:2]1[C:3]([NH:15][CH:16]2[C:20]3([CH2:21][CH2:22][CH2:23][CH2:24]3)[CH2:19][NH:18][CH2:17]2)=[N:4][C:5]([NH:8][C:9]2[CH:10]=[N:11][N:12]([CH3:14])[CH:13]=2)=[N:6][CH:7]=1. Procedure: To a solution of tert-butyl 4-((5-chloro-2-((1-methyl-1H-pyrazol-4-yl)amino)pyrimidin-4-yl)amino)-2-azaspiro[4.4]nonane-2-carboxylate (650 mg, 1.45 mmol) in DCM (20 mL) was added CF3COOH (5 mL) and the reaction mixture was stirred at rt for 2 hours. The reaction mixture was concentrated in vacuo and adjusted to pH=8-9 with a saturated Na2CO3 solution, then the mixture was diluted with H2O (20 mL) and extracted with EtOAc (50 mL×3). The combined organic phases were washed with brine (50 mL), then... Reactants: FC1=CC=C(C=C1)[N+](=O)[O-] (1-fluoro-4-nitrobenzene), N1CCC(CC1)O (piperidin-4-ol), C(=O)([O-])[O-].[K+].[K+] (K2CO3). The solvent is CN(C)C=O (DMF). The product is [N+](=O)([O-])C1=CC=C(C=C1)N1CCC(CC1)O (1-(4-nitrophenyl)piperidin-4-ol). Reaction SMILES: F[C:2]1[CH:7]=[CH:6][C:5]([N+:8]([O-:10])=[O:9])=[CH:4][CH:3]=1.[NH:11]1[CH2:16][CH2:15][CH:14]([OH:17])[CH2:13][CH2:12]1.C([O-])([O-])=O.[K+].[K+]>CN(C=O)C>[N+:8]([C:5]1[CH:6]=[CH:7][C:2]([N:11]2[CH2:16][CH2:15][CH:14]([OH:17])[CH2:13][CH2:12]2)=[CH:3][CH:4]=1)([O-:10])=[O:9] |f:2.3.4|. Reported procedure: 1-fluoro-4-nitrobenzene (3.0 g 21.26 mmol), piperidin-4-ol (2.26 g, 22.32 mmol), K2CO3 (4.4 g, 31.89 mmol) was mixed in 20 mL DMF, reacted at 80° C. for 2.5 hours. Then the mixture was extracted by EA and brine, washed by brine and then water, dried over Na2SO4, concentrated. The crude product was used directly in the next step without further purification. Reactants: CC(=C)C(=O)OCCN(C)C (DMAEMA), CC(=C)C(=O)OCCN(C)C (DMAEMA), O.C1(=CC=C(C=C1)S(=O)(=O)O)C (p-toluene sulfonic acid monohydrate). Solvent: C1(=CC=CC=C1)C (toluene). Reaction conditions: time 2.5 hour. The product is CC=1C=CC(=CC1)S(=O)(=O)O (p-TSA). RXN SMILES: CC(C(OCCN(C)C)=O)=C.O.[C:13]1([CH3:23])[CH:18]=[CH:17][C:16]([S:19]([OH:22])(=[O:21])=[O:20])=[CH:15][CH:14]=1>C1(C)C=CC=CC=1>[CH3:23][C:13]1[CH:18]=[CH:17][C:16]([S:19]([OH:22])(=[O:21])=[O:20])=[CH:15][CH:14]=1 |f:1.2|. Procedure details: To a 50 milliliter Erlenmeyer flask were added 12.24 grams of the AB diblock copolymer toluene solution (49 weight percent of solids) prepared as described in Example I. This solution contained 6.0 grams of AB diblock copolymer. The AB diblock copolymer in this solution was found to contain 19.5 weight percent of DMAEMA repeat units (1H-NMR) which amounts to 1.17 grams or 0.00744 mole of DMAEMA repeat units. To this solution were added 1.39 grams of p-toluene sulfonic acid monohydrate (p-TSA) (0...